This data is from the Open Reaction Database (ORD), a public repository of structured organic reaction records. The task is: describe an organic reaction: reactants, conditions, products, and yield Starting materials: CC(C)CC(C1(CCC1)C=2C=CC(=CC2)Cl)N(C)C (Sibutramine), Cl (HCl). The solvent is CC(C)(C)OC (MTBE), C(C)OCC (diethyl ether). Conditions: time 30 minute. The product is CC(C)CC(C1(CCC1)C=2C=CC(=CC2)Cl)N(C)C.Cl (Sibutramine HCl). As a reaction SMILES: [CH3:1][CH:2]([CH2:4][CH:5]([N:17]([CH3:19])[CH3:18])[C:6]1([C:10]2[CH:11]=[CH:12][C:13]([Cl:16])=[CH:14][CH:15]=2)[CH2:9][CH2:8][CH2:7]1)[CH3:3].[ClH:20]>CC(OC)(C)C.C(OCC)C>[CH3:3][CH:2]([CH2:4][CH:5]([N:17]([CH3:18])[CH3:19])[C:6]1([C:10]2[CH:11]=[CH:12][C:13]([Cl:16])=[CH:14][CH:15]=2)[CH2:7][CH2:8][CH2:9]1)[CH3:1].[ClH:20] |f:4.5|. Procedure details: Sibutramine free base (2.25 g) was dissolved in MTBE (20 mL) and that solution was added to 20 mL 1M HCl in diethyl ether. The reaction mixture was stirred for 30 minutes, and the solid was collected by filtration to give 1.73 g after drying. The product was characterized by 1H NMR. The reactants are CC1=C2CCC3C(CCC4(C)C(O)CCC34)C2(CO)CCC1=O, CC1CC(=O)C=C2CCC3C4CCC(O)C4(C)CCC3C21CO. Product: CC1=C2CCC3C(CCC4(C)C(O)CCC34)C2(CO)CCC1. As a reaction SMILES: [OH:1][CH:2]1[C:3]2([CH3:4])[CH:5]([CH2:6][CH2:7]1)[CH:8]1[CH2:9][CH2:10][C:11]3=[C:12]([CH3:23])[C:13](=[O:22])[CH2:14][CH2:15][C:16]3([CH2:17][OH:18])[CH:19]1[CH2:20][CH2:21]2.[OH:24][CH:25]1[CH2:26][CH2:27][CH:28]2[CH:29]3[CH:30]([CH2:31][CH2:32][C:33]12[CH3:34])[C:35]1([CH2:36][OH:37])[C:38](=[CH:39][C:40](=[O:41])[CH2:42][CH:43]1[CH3:44])[CH2:45][CH2:46]3>>[OH:1][CH:2]1[C:3]2([CH3:4])[CH:5]([CH2:6][CH2:7]1)[CH:8]1[CH2:9][CH2:10][C:11]3=[C:12]([CH3:23])[CH2:13][CH2:14][CH2:15][C:16]3([CH2:17][OH:18])[CH:19]1[CH2:20][CH2:21]2. The reactants are CN(C)C=O, N#Cc1ccc(Cl)cc1, [H-], CC(C)(N)CO, [Na+], O. Product: CC(C)(N)COc1ccc(C#N)cc1. Reaction SMILES: [CH3:19][N:20]([CH3:21])[CH:22]=[O:23].[Cl:9][c:10]1[cH:11][cH:12][c:13]([C:14]#[N:15])[cH:16][cH:17]1.[H-:1].[NH2:3][C:4]([CH2:5][OH:6])([CH3:7])[CH3:8].[Na+:2].[OH2:18]>>[NH2:3][C:4]([CH2:5][O:6][c:10]1[cH:11][cH:12][c:13]([C:14]#[N:15])[cH:16][cH:17]1)([CH3:7])[CH3:8]. Reactants: FC(C(=O)OCC)(F)F (ethyl trifluoroacetate), O.NN (hydrazine monohydrate), O1CCCC1 (tetrahydrofuran), C(C)(=O)O.C(C)(=O)O.C(C)(C)(C)N(C(O)=O)CC=1N(C(C2=CC=C(C=C2C1C1=CC=CC=C1)C(=N)N)=O)CC(C)C (tert-butyl{6-[amino(imino)methyl]-2-isobutyl-1-oxo-4-phenyl-1,2-dihydro-3-isoquinolinyl}methylcarbamate diacetate), [OH-].[Na+] (sodium hydroxide). Isolated yield 55.0%. Reported procedure: A mixture of ethyl trifluoroacetate (0.038 mL, 0.31 mmol) and hydrazine monohydrate (0.026 mL, 0.50 mmol) in tetrahydrofuran (3 mL) was refluxed in a sealed tube for 1 h, the reaction was allowed to cool to room temperature. To the mixture were added tert-butyl{6-[amino(imino)methyl]-2-isobutyl-1-oxo-4-phenyl-1,2-dihydro-3-isoquinolinyl}methylcarbamate diacetate (0.14 g, 0.25 mmol) and sodium hydroxide (0.027 g, 0.55 mmol), and the resulting mixture was refluxed for 3 h. The reaction mixture was... Reaction SMILES: [F:1][C:2]([F:9])([F:8])[C:3](OCC)=O.[OH2:10].[NH2:11][NH2:12].[C:13](O)(=O)C.C(O)(=O)C.C([N:25]([CH2:29][C:30]1[N:31]([CH2:50][CH:51]([CH3:53])[CH3:52])[C:32](=O)[C:33]2[C:38]([C:39]=1[C:40]1[CH:45]=[CH:44][CH:43]=[CH:42][CH:41]=1)=[CH:37][C:36]([C:46](N)=[NH:47])=[CH:35][CH:34]=2)[C:26](=O)[OH:27])(C)(C)C.[OH-:54].[Na+].O1[CH2:60][CH2:59][CH2:58]C1>>[C:59]([O:10][C:26](=[O:27])[NH:25][CH2:29][C:30]1[N:31]([CH2:50][CH:51]([CH3:53])[CH3:52])[C:32](=[O:54])[C:33]2[C:38]([C:39]=1[C:40]1[CH:41]=[CH:42][CH:43]=[CH:44][CH:45]=1)=[CH:37][C:36]([C:46]1[N:47]=[C:3]([C:2]([F:1])([F:8])[F:9])[NH:12][N:11]=1)=[CH:35][CH:34]=2)([CH3:58])([CH3:60])[CH3:13] |f:1.2,3.4.5,6.7|. The product is C(C)(C)(C)OC(NCC=1N(C(C2=CC=C(C=C2C1C1=CC=CC=C1)C1=NNC(=N1)C(F)(F)F)=O)CC(C)C)=O (tert-butyl{2-isobutyl-1-oxo-4-phenyl-6-[5-(trifluoromethyl)-1H-1,2,4-triazol-3-yl]-1,2-dihydro-3-isoquinolinyl}methylcarbamate). As a reaction SMILES: [NH2:1][C:2]1[C:3]([S:8][C:9]2[CH:14]=[CH:13][CH:12]=[CH:11][C:10]=2[C:15]2[CH:20]=[CH:19][C:18]([C:21]3[CH:22]=[N:23][C:24]([NH2:27])=[N:25][CH:26]=3)=[C:17]([F:28])[CH:16]=2)=[N:4][CH:5]=[N:6][CH:7]=1.[OH2:29].CC#N.C(Cl)[Cl:34].[OH2:36]>>[ClH:34].[NH2:1][C:2]1[C:3]([S:8]([C:9]2[CH:14]=[CH:13][CH:12]=[CH:11][C:10]=2[C:15]2[CH:20]=[CH:19][C:18]([C:21]3[CH:26]=[N:25][C:24]([NH2:27])=[N:23][CH:22]=3)=[C:17]([F:28])[CH:16]=2)(=[O:36])=[O:29])=[N:4][CH:5]=[N:6][CH:7]=1 |f:2.3.4,5.6|. Reactants: NC=1C(=NC=NC1)SC1=C(C=CC=C1)C1=CC(=C(C=C1)C=1C=NC(=NC1)N)F (5-{2′-[(5-aminopyrimidin-4-yl)sulfanyl]-3-fluorobiphenyl-4-yl}-pyrimidin-2-amine), NaIO4, RuCl3, CC#N.C(Cl)Cl.O (MeCN DCM H2O), O (water). Yields the product Cl.NC=1C(=NC=NC1)S(=O)(=O)C1=C(C=CC=C1)C1=CC(=C(C=C1)C=1C=NC(=NC1)N)F (5-{2′-[(5-Aminopyrimidin-4-yl)sulfonyl]-3-fluorobiphenyl-4-yl}pyrimidin-2-amine hydrochloride). Procedure: To a solution of 5-{2′-[(5-aminopyrimidin-4-yl)sulfanyl]-3-fluorobiphenyl-4-yl}-pyrimidin-2-amine (200 mg, 0.51 mmol) in MeCN/DCM/H2O (5 mL/5 mL/5 mL) were added NaIO4 (326 mg, 1.50 mmol) and RuCl3 (16 mg, 0.075 mmol). The reaction mixture was stirred at rt for 10 hours then poured into water (50 mL) and extracted with EtOAc (30 mL×3). The combined organic extracts were concentrated and purified by HPLC to give the title compound as a white solid. MS (ESI): mass calcd. for C20H15FN6O2S, 422.10; ... Run at time 10 hour. Reactants: C1(=CC=C(C=C1)S(=O)(=O)Cl)C (p-Toluenesulfonyl chloride), FC(OC1=CC=C2C(=NNC2=C1)C(=O)O)(F)F (6-(trifluoromethoxy)-1H-indazole-3-carboxylic acid), N12C[C@H](C(CC1)CC2)O ((3S)-Quinuclidin-3-ol). Run in N1=CC=CC=C1 (pyridine). Yields the product FC(OC1=CC=C2C(=NNC2=C1)C(=O)O[C@@H]1CN2CCC1CC2)(F)F ((3S)-1-Azabicyclo[2.2.2]oct-3-yl 6-(trifluoromethoxy)-1H-indazole-3-carboxylate). The yield is 16.0%. RXN SMILES: C1(C)C=CC(S(Cl)(=O)=O)=CC=1.[F:12][C:13]([F:28])([F:27])[O:14][C:15]1[CH:23]=[C:22]2[C:18]([C:19]([C:24]([OH:26])=[O:25])=[N:20][NH:21]2)=[CH:17][CH:16]=1.[N:29]12[CH2:36][CH2:35][CH:32]([CH2:33][CH2:34]1)[C@H:31](O)[CH2:30]2>N1C=CC=CC=1>[F:28][C:13]([F:12])([F:27])[O:14][C:15]1[CH:23]=[C:22]2[C:18]([C:19]([C:24]([O:26][C@H:31]3[CH:32]4[CH2:35][CH2:36][N:29]([CH2:34][CH2:33]4)[CH2:30]3)=[O:25])=[N:20][NH:21]2)=[CH:17][CH:16]=1. Reported procedure: p-Toluenesulfonyl chloride (0.16 mmol) was added to a 0° C. solution of 6-(trifluoromethoxy)-1H-indazole-3-carboxylic acid (0.81 mmol) in pyridine. (5.00 mL). (3S)-Quinuclidin-3-ol (0.81 mmol) was added and the reaction mixture was allowed to warm to rt. The reaction mixture was maintained for 16 h and was filtered and concentrated. The residue was redissolved in methanol and loaded on a 5 g SCX column. The column was washed with methanol and the product was eluted with methanol/dimethylethylami... Starting materials: O=C(O)Cn1c(-c2cccc(Br)c2)nc2cccnc21, O=C(n1ccnc1)n1ccnc1, CCCNCCC, C1CCOC1. Product: CCCN(CCC)C(=O)Cn1c(-c2cccc(Br)c2)nc2cccnc21. Reaction SMILES: [Br:1][c:2]1[cH:3][c:4](-[c:8]2[n:9][c:10]3[c:11]([n:12][cH:13][cH:14][cH:15]3)[n:16]2[CH2:17][C:18](=[O:19])[OH:20])[cH:5][cH:6][cH:7]1.[C:21]([n:22]1[cH:23][cH:24][n:25][cH:26]1)([n:27]1[cH:28][cH:29][n:30][cH:31]1)=[O:32].[CH2:33]([CH2:34][CH3:35])[NH:36][CH2:37][CH2:38][CH3:39].[O:40]1[CH2:41][CH2:42][CH2:43][CH2:44]1>>[Br:1][c:2]1[cH:3][c:4](-[c:8]2[n:9][c:10]3[c:11]([n:12][cH:13][cH:14][cH:15]3)[n:16]2[CH2:17][C:18](=[O:20])[N:36]([CH2:33][CH2:34][CH3:35])[CH2:37][CH2:38][CH3:39])[cH:5][cH:6][cH:7]1. Starting materials: N(=[N+]=[N-])CC=1C=C(CN2C=C(C3=CC=CC=C23)C=2C(NC(C2C2=CN(C3=CC=CC=C23)C)=O)=O)C=CC1 (3-[1-(3-Azidomethylbenzyl)-indol-3-yl]-4-(1-methyl-indol-3-yl)-pyrrole-2,5-dione). Reagents/catalysts: [Pd].CC(=O)[O-].CC(=O)[O-].[Pb+2] (Lindlar catalyst). Run in C(C)O (ethanol), C(C)(=O)OCC (ethyl acetate). Conditions: time 45 hour. Product: NCC=1C=C(CN2C=C(C3=CC=CC=C23)C=2C(NC(C2C2=CN(C3=CC=CC=C23)C)=O)=O)C=CC1 (3-[1-(3-aminomethylbenzyl)-indol-3-yl]-4-(1-methyl-indol-3-yl)-pyrrole-2,5-dione). As a reaction SMILES: [N:1]([CH2:4][C:5]1[CH:6]=[C:7]([CH:35]=[CH:36][CH:37]=1)[CH2:8][N:9]1[C:17]2[C:12](=[CH:13][CH:14]=[CH:15][CH:16]=2)[C:11]([C:18]2[C:19](=[O:34])[NH:20][C:21](=[O:33])[C:22]=2[C:23]2[C:31]3[C:26](=[CH:27][CH:28]=[CH:29][CH:30]=3)[N:25]([CH3:32])[CH:24]=2)=[CH:10]1)=[N+]=[N-]>[Pd].CC([O-])=O.CC([O-])=O.[Pb+2].C(O)C.C(OCC)(=O)C>[NH2:1][CH2:4][C:5]1[CH:6]=[C:7]([CH:35]=[CH:36][CH:37]=1)[CH2:8][N:9]1[C:17]2[C:12](=[CH:13][CH:14]=[CH:15][CH:16]=2)[C:11]([C:18]2[C:19](=[O:34])[NH:20][C:21](=[O:33])[C:22]=2[C:23]2[C:31]3[C:26](=[CH:27][CH:28]=[CH:29][CH:30]=3)[N:25]([CH3:32])[CH:24]=2)=[CH:10]1 |f:1.2.3.4|. Procedure details: A dispersion of Lindlar catalyst (0.150 g) in ethanol (10 ml) was hydrogenated at atmospheric pressure for 15 min. Then, a solution of the product of step c) (0.187 g, 0.38 mmol) in ethyl acetate (3 mL) was added with a syringe, and the resulting mixture stirred vigorously for 45 h. The solution was filtered through Celite® (a silica gel) and the solvents evaporated. Chromatography on silica (ethyl acetate/methanol/ammonium hydroxide; 80/20/2; v/v) furnished 20.1 mg of 3-[1-(3-aminomethylbenzyl)... Starting materials: [N+](=O)(O)[O-] (nitric acid), S(O)(O)(=O)=O (sulfuric acid), CSC=1SC2=C(N1)C=CC=C2 (2-methylmercaptobenzthiazole), S(O)(O)(=O)=O (sulfuric acid), ice. Run at time 3 hour. The product is CS(=O)C=1SC2=C(N1)C=CC(=C2)[N+](=O)[O-] (2-Methylsulfinyl-6-nitrobenzthiazole). RXN SMILES: [N+:1]([O-:4])(O)=[O:2].[CH3:5][S:6][C:7]1[S:8][C:9]2[CH:15]=[CH:14][CH:13]=[CH:12][C:10]=2[N:11]=1.S(=O)(=O)(O)[OH:17]>>[CH3:5][S:6]([C:7]1[S:8][C:9]2[CH:15]=[C:14]([N+:1]([O-:4])=[O:2])[CH:13]=[CH:12][C:10]=2[N:11]=1)=[O:17]. Procedure details: At a temperature of 0° to 15° C, a mixture of 17.6 grams of fuming nitric acid and 35 grams of concentrated sulfuric acid was added dropwise while stirring to a solution of 18.1 grams (0.1 mole) of 2-methylmercaptobenzthiazole in 70 ml of concentrated sulfuric acid. The mixture was heated to 30°-35° C and stirred for a further 3 hours at this temperature. The reaction mixture was then poured onto 200 grams of ice, the 2-methylsulfinyl-6-nitrobenzthiazole was filtered off, washed until neutral an... Conditions: time 3 hour. RXN SMILES: C([O:3][C:4]([CH:6]([NH:15][C@H:16]([C:18]([N:20]1[CH2:27][CH2:26][CH2:25][CH2:24][CH2:23][CH2:22][C@H:21]1[C:28]([OH:30])=[O:29])=[O:19])[CH3:17])[CH2:7][CH2:8][C:9]1[CH:14]=[CH:13][CH:12]=[CH:11][CH:10]=1)=[O:5])C.[OH-].[Na+]>C(O)C>[C:4]([CH:6]([NH:15][C@H:16]([C:18]([N:20]1[CH2:27][CH2:26][CH2:25][CH2:24][CH2:23][CH2:22][C@H:21]1[C:28]([OH:30])=[O:29])=[O:19])[CH3:17])[CH2:7][CH2:8][C:9]1[CH:14]=[CH:13][CH:12]=[CH:11][CH:10]=1)([OH:5])=[O:3] |f:1.2|. Reported procedure: To a solution of 1-[N-(1-ethoxycarbonyl-3-phenylpropyl) (S)-alanyl]azacyclooctane-2(S)-carboxylic acid (prepared as described in Example 41) in ethanol, add 0.25N sodium hydroxide. After three hours, concentrate the reaction mixture and absorb it on an XAD-2 resin column and elute with water and then with methanol. Concentrate the methanol eluant to give a residue and absorb this residue on a silica gel column and elute with chloroform:methanol: 14% ammonium hydroxide 1:1:1. Concentrate the desi... Solvent: C(C)O (ethanol). Starting materials: C(C)OC(=O)C(CCC1=CC=CC=C1)N[C@@H](C)C(=O)N1[C@@H](CCCCCC1)C(=O)O (1-[N-(1-ethoxycarbonyl-3-phenylpropyl) (S)-alanyl]azacyclooctane-2(S)-carboxylic acid), [OH-].[Na+] (sodium hydroxide). The product is C(=O)(O)C(CCC1=CC=CC=C1)N[C@@H](C)C(=O)N1[C@@H](CCCCCC1)C(=O)O (1-[N-(1-Carboxy-3-phenylpropyl)-(S)-alanyl]azacyclooctane-2(S)-carboxylic acid).